This data is from the Open Reaction Database (ORD), a public repository of structured organic reaction records. The task is: describe an organic reaction: reactants, conditions, products, and yield Reactants: CS (methanethiol), [OH-].[Na+] (sodium hydroxide), ClC=1C=CC(=C(C1)C(F)(F)F)[N+](=O)[O-] (5-chloro-2-nitrobenzotrifluoride). Solvent: C(C)O (ethanol). The product is [N+](=O)([O-])C1=C(C=C(C=C1)SC)C(F)(F)F (2-Nitro-5-methylthiobenzotrifluoride). RXN SMILES: [CH3:1][SH:2].[OH-].[Na+].Cl[C:6]1[CH:7]=[CH:8][C:9]([N+:16]([O-:18])=[O:17])=[C:10]([C:12]([F:15])([F:14])[F:13])[CH:11]=1>C(O)C>[N+:16]([C:9]1[CH:8]=[CH:7][C:6]([S:2][CH3:1])=[CH:11][C:10]=1[C:12]([F:15])([F:14])[F:13])([O-:18])=[O:17] |f:1.2|. Procedure details: The sodium salt of methanethiol is formed by stirring a solution of methanethiol (100 g, 2.0 mole plus a slight excess), sodium hydroxide (80 g, 2.0 mole) and ethanol (2 l.) under nitrogen at 0°-5° C. for one hour. To this solution is rapidly added 5-chloro-2-nitrobenzotrifluoride (451.2 g, 2.0 mole). The solution is allowed to warm to room temperature overnight and then refluxed four hours, cooled, filtered and the solvent evaporated off under reduced pressure. The resulting oil is poured into ... The reactants are C(C)(=O)N1[C@H](CC(C2=CC(=CC=C12)C(=O)O)NC1=CC=C(C=C1)N1CCOCC1)C ((2S)-1-acetyl-2-methyl-4-[(4-morpholinophenyl)amino]-1,2,3, 4-tetrahydroquinoline-6-carboxylic acid), NCCOCCOCCOCCC(=O)OC(C)(C)C (tert-butyl 12-amino-4,7,10-trioxadodecanoate). Reported procedure: Reactions and treatments were carried out in the same manner as in Example 110, using 29 mg of (2S)-1-acetyl-2-methyl-4-[(4-morpholinophenyl)amino]-1,2,3, 4-tetrahydroquinoline-6-carboxylic acid and 40 mg of tert-butyl 12-amino-4,7,10-trioxadodecanoate. Thus, 33 mg (69%) of the title compound was obtained as a colorless oily substance. Product: C(C)(=O)N1[C@H](C[C@H](C2=CC(=CC=C12)C(=O)NCCOCCOCCOCCC(=O)OC(C)(C)C)NC1=CC=C(C=C1)N1CCOCC1)C (tert-butyl 12-{(2S,4R)-1-acetyl-2-methyl-4-[(4-morpholinophenyl)amino]-1,2,3,4-tetrahydroquinoline-6-carboxamido}-4,7,10-trioxadodecanoate). RXN SMILES: [C:1]([N:4]1[C:13]2[C:8](=[CH:9][C:10]([C:14](O)=[O:15])=[CH:11][CH:12]=2)[CH:7]([NH:17][C:18]2[CH:23]=[CH:22][C:21]([N:24]3[CH2:29][CH2:28][O:27][CH2:26][CH2:25]3)=[CH:20][CH:19]=2)[CH2:6][C@@H:5]1[CH3:30])(=[O:3])[CH3:2].[NH2:31][CH2:32][CH2:33][O:34][CH2:35][CH2:36][O:37][CH2:38][CH2:39][O:40][CH2:41][CH2:42][C:43]([O:45][C:46]([CH3:49])([CH3:48])[CH3:47])=[O:44]>>[C:1]([N:4]1[C:13]2[C:8](=[CH:9][C:10]([C:14]([NH:31][CH2:32][CH2:33][O:34][CH2:35][CH2:36][O:37][CH2:38][CH2:39][O:40][CH2:41][CH2:42][C:43]([O:45][C:46]([CH3:49])([CH3:48])[CH3:47])=[O:44])=[O:15])=[CH:11][CH:12]=2)[C@H:7]([NH:17][C:18]2[CH:23]=[CH:22][C:21]([N:24]3[CH2:25][CH2:26][O:27][CH2:28][CH2:29]3)=[CH:20][CH:19]=2)[CH2:6][C@@H:5]1[CH3:30])(=[O:3])[CH3:2]. Isolated yield 69.7%. The reactants are C[Al](C)C, Cc1ccccc1, COC(=O)c1cc2nc(Nc3c(Cl)cncc3Cl)[nH]c2c2c1OC(C)(C)C2, Nc1cc(C(F)(F)F)ccc1F. Yields the product CC1(C)Cc2c(c(C(=O)Nc3cc(C(F)(F)F)ccc3F)cc3nc(Nc4c(Cl)cncc4Cl)[nH]c23)O1. RXN SMILES: [CH3:40][Al:41]([CH3:42])[CH3:43].[CH3:44][c:45]1[cH:46][cH:47][cH:48][cH:49][cH:50]1.[Cl:1][c:2]1[cH:3][n:4][cH:5][c:6]([Cl:27])[c:7]1[NH:8][c:9]1[nH:10][c:11]2[c:12]([n:13]1)[cH:14][c:15]([C:23]([O:25][CH3:24])=[O:26])[c:16]1[c:17]2[CH2:18][C:19]([CH3:21])([CH3:22])[O:20]1.[F:28][c:29]1[c:30]([NH2:31])[cH:32][c:33]([C:36]([F:37])([F:38])[F:39])[cH:34][cH:35]1>>[Cl:1][c:2]1[cH:3][n:4][cH:5][c:6]([Cl:27])[c:7]1[NH:8][c:9]1[nH:10][c:11]2[c:12]([n:13]1)[cH:14][c:15]([C:23](=[O:25])[NH:31][c:30]1[c:29]([F:28])[cH:35][cH:34][c:33]([C:36]([F:37])([F:38])[F:39])[cH:32]1)[c:16]1[c:17]2[CH2:18][C:19]([CH3:21])([CH3:22])[O:20]1.